This data is from the Open Reaction Database (ORD), a public repository of structured organic reaction records. The task is: describe an organic reaction: reactants, conditions, products, and yield Reactants: COc1ccc2c(Nc3c(Cl)cncc3Cl)cc(=O)oc2c1OCCCCCBr, N#C[K]. Product: COc1ccc2c(Nc3c(Cl)cncc3Cl)cc(=O)oc2c1OCCCCCC#N. As a reaction SMILES: [Br:4][CH2:5][CH2:6][CH2:7][CH2:8][CH2:9][O:10][c:11]1[c:12]([O:31][CH3:32])[cH:13][cH:14][c:15]2[c:16]([NH:22][c:23]3[c:24]([Cl:30])[cH:25][n:26][cH:27][c:28]3[Cl:29])[cH:17][c:18](=[O:21])[o:19][c:20]12.[K:1][C:2]#[N:3]>>[C:2](#[N:3])[CH2:5][CH2:6][CH2:7][CH2:8][CH2:9][O:10][c:11]1[c:12]([O:31][CH3:32])[cH:13][cH:14][c:15]2[c:16]([NH:22][c:23]3[c:24]([Cl:30])[cH:25][n:26][cH:27][c:28]3[Cl:29])[cH:17][c:18](=[O:21])[o:19][c:20]12. The reactants are CCc1cc(-c2ccc(S(=O)(=O)Cl)s2)c(C)[nH]c1=O, NCc1c[nH]c2ccccc12. Product: CCc1cc(-c2ccc(S(=O)(=O)NCc3c[nH]c4ccccc34)s2)c(C)[nH]c1=O. RXN SMILES: [CH2:1]([CH3:2])[c:3]1[cH:4][c:5](-[c:11]2[cH:12][cH:13][c:14]([S:16](=[O:17])(=[O:18])[Cl:19])[s:15]2)[c:6]([CH3:10])[nH:7][c:8]1=[O:9].[nH:20]1[cH:21][c:22]([CH2:29][NH2:30])[c:23]2[cH:24][cH:25][cH:26][cH:27][c:28]12>>[CH2:1]([CH3:2])[c:3]1[cH:4][c:5](-[c:11]2[cH:12][cH:13][c:14]([S:16](=[O:17])(=[O:18])[NH:30][CH2:29][c:22]3[cH:21][nH:20][c:28]4[c:23]3[cH:24][cH:25][cH:26][cH:27]4)[s:15]2)[c:6]([CH3:10])[nH:7][c:8]1=[O:9]. The reactants are C(C)(C)(C)OC(=O)N1CCC(CC1)NCC1=C(C=CC(=C1)C1=NC(=NC=C1)Cl)F (4-[5-(2-Chloro-pyrimidin-4-yl)-2-fluoro-benzylamino]-piperidine-1-carboxylic acid tert-butyl ester), CS(=O)(=O)Cl (methanesulfonyl chloride), 499. Product: C(C)(C)(C)OC(=O)N1CCC(CC1)N(S(=O)(=O)C)CC1=C(C=CC(=C1)C1=NC(=NC=C1)Cl)F (4-{[5-(2-Chloro-pyrimidin-4-yl)-2-fluoro-benzyl]-methanesulfonyl-amino}-piperidine-1-carboxylic acid tert-butyl ester). As a reaction SMILES: [C:1]([O:5][C:6]([N:8]1[CH2:13][CH2:12][CH:11]([NH:14][CH2:15][C:16]2[CH:21]=[C:20]([C:22]3[CH:27]=[CH:26][N:25]=[C:24]([Cl:28])[N:23]=3)[CH:19]=[CH:18][C:17]=2[F:29])[CH2:10][CH2:9]1)=[O:7])([CH3:4])([CH3:3])[CH3:2].[CH3:30][S:31](Cl)(=[O:33])=[O:32]>>[C:1]([O:5][C:6]([N:8]1[CH2:13][CH2:12][CH:11]([N:14]([CH2:15][C:16]2[CH:21]=[C:20]([C:22]3[CH:27]=[CH:26][N:25]=[C:24]([Cl:28])[N:23]=3)[CH:19]=[CH:18][C:17]=2[F:29])[S:31]([CH3:30])(=[O:33])=[O:32])[CH2:10][CH2:9]1)=[O:7])([CH3:4])([CH3:2])[CH3:3]. Reported procedure: Intermediate 90 was coupled with methanesulfonyl chloride following procedure D LC-MS showed the product was >95% pure and had the expected M+H+ of 499. The reactants are Cc1ccc(S(=O)(=O)O)cc1, CN1C(COC2CCCCO2)CCC12CC2, CO. Reaction SMILES: [CH3:17][c:18]1[cH:19][cH:20][c:21]([S:22]([OH:23])(=[O:24])=[O:25])[cH:26][cH:27]1.[CH3:1][N:2]1[C:3]2([CH2:4][CH2:5]2)[CH2:6][CH2:7][CH:8]1[CH2:9][O:10][CH:11]1[CH2:12][CH2:13][CH2:14][CH2:15][O:16]1.[CH3:28][OH:29]>>[CH3:1][N:2]1[C:3]2([CH2:4][CH2:5]2)[CH2:6][CH2:7][CH:8]1[CH2:9][OH:10]. Product: CN1C(CO)CCC12CC2. The product is COC(=O)C1=C(OC(=CC1=O)C)C1=CC=CC=C1 (3-methoxycarbonyl-6-methyl-2-phenyl-4-pyrone). Procedure details: A flask fitted with a reflux condenser and calcium chloride drying tube is charged with 70 ml dry methanol, 7.3 g of 96% sulfuric acid and 10.15 g of trimethyl orthoformate. 3-Benzoyl-4-hydroxy-6-methyl-2-pyrone (22 g) is then added in small portions and the resulting reaction mixture is refluxed for 24 hours. The mixture is cooled and poured into water. Extraction with methylene chloride yields 17.7 g of crude 3-methoxycarbonyl-6-methyl-2-phenyl-4-pyrone. mp (from methylene chloride/ether)=101°... Solvent: O (water). Reactants: CO (methanol), S(O)(O)(=O)=O (sulfuric acid), C(OC)(OC)OC (trimethyl orthoformate), C(C1=CC=CC=C1)(=O)C=1C(OC(=CC1O)C)=O (3-Benzoyl-4-hydroxy-6-methyl-2-pyrone). RXN SMILES: CO.S(=O)(=O)(O)O.[CH:8]([O:13][CH3:14])([O:11]C)OC.[C:15]([C:23]1C(=O)[O:25][C:26]([CH3:30])=[CH:27][C:28]=1[OH:29])(=O)[C:16]1[CH:21]=[CH:20][CH:19]=[CH:18][CH:17]=1>O>[CH3:14][O:13][C:8]([C:23]1[C:28](=[O:29])[CH:27]=[C:26]([CH3:30])[O:25][C:15]=1[C:16]1[CH:17]=[CH:18][CH:19]=[CH:20][CH:21]=1)=[O:11]. The yield is 75.8%. The reactants are BrCC(=O)OC (methyl bromoacetate), C1(=CC=CC=C1)CCCCP(OCC)OCC ((4-phenylbutyl)phosphonous acid, diethyl ester), C1(=CC=CC=C1)CCCCP(OCC)OCC ((4-phenylbutyl)phosphonous acid, diethyl ester). Conditions: time 45 minute. The product is C(C)OP(=O)(CCCCC1=CC=CC=C1)CC(=O)OC ([ethoxy(4-phenylbutyl)phosphinyl]acetic acid, methyl ester). Reaction SMILES: Br[CH2:2][C:3]([O:5][CH3:6])=[O:4].[C:7]1([CH2:13][CH2:14][CH2:15][CH2:16][P:17]([O:21]CC)[O:18][CH2:19][CH3:20])[CH:12]=[CH:11][CH:10]=[CH:9][CH:8]=1>>[CH2:19]([O:18][P:17]([CH2:2][C:3]([O:5][CH3:6])=[O:4])([CH2:16][CH2:15][CH2:14][CH2:13][C:7]1[CH:8]=[CH:9][CH:10]=[CH:11][CH:12]=1)=[O:21])[CH3:20]. Procedure details: A mixture of 16.9 g. (0.11 mole) of methyl bromoacetate and 5.0 g. (0.019 mole) of (4-phenylbutyl)phosphonous acid, diethyl ester was heated on a 140°-150° oil bath until distillation of ethyl bromide was detected. An additional 16 g. (0.063 mole) of (4-phenylbutyl)phosphonous acid, diethyl ester was then gradually added to the reaction mixture. Heating was then continued for 45 minutes. After cooling to 100°, excess reagent was removed in vacuo to give 25 g. of crude product (Rf =0.25 silica ge... Starting materials: Cn1cccc1C=O, c1cc2sccc2c(N2CCNCC2)n1, O=Cc1ccsc1. The product is O=c1[nH]ccc2sccc12. RXN SMILES: [CH3:16][n:17]1[cH:18][cH:19][cH:20][c:21]1[CH:22]=[O:23].[N:1]1([c:7]2[n:8][cH:9][cH:10][c:11]3[c:12]2[cH:13][cH:14][s:15]3)[CH2:2][CH2:3][NH:4][CH2:5][CH2:6]1.[s:24]1[cH:25][cH:26][c:27]([CH:28]=[O:29])[cH:30]1>>[c:7]1(=[O:23])[nH:8][cH:9][cH:10][c:11]2[c:12]1[cH:13][cH:14][s:15]2.